Dataset: the Open Reaction Database (ORD), a public repository of structured organic reaction records. Task: describe an organic reaction: reactants, conditions, products, and yield Reactants: CC(C)(C)OC(=O)N1CCCC1c1ccc(Br)cc1, C[Si](C)(C)[N-][Si](C)(C)C, Cc1ccccc1, ClC(Cl)Cl, [Li+], O=C(C=Cc1ccccc1)C=Cc1ccccc1, O=C(C=Cc1ccccc1)C=Cc1ccccc1, O=C(C=Cc1ccccc1)C=Cc1ccccc1, [Pd], [Pd]. Product: CC(C)(C)OC(=O)N1CCCC1c1ccc(N)cc1. Reaction SMILES: [C:11]([CH3:12])([CH3:13])([CH3:14])[O:15][C:16](=[O:17])[N:18]1[CH:19]([c:23]2[cH:24][cH:25][c:26]([Br:29])[cH:27][cH:28]2)[CH2:20][CH2:21][CH2:22]1.[CH3:2][Si:3]([N-:6][Si:4]([CH3:5])([CH3:7])[CH3:8])([CH3:9])[CH3:10].[CH3:90][c:91]1[cH:92][cH:93][cH:94][cH:95][cH:96]1.[Cl:86][CH:87]([Cl:88])[Cl:89].[Li+:1].[O:32]=[C:33]([CH:34]=[CH:35][c:36]1[cH:37][cH:38][cH:39][cH:40][cH:41]1)[CH:42]=[CH:43][c:44]1[cH:45][cH:46][cH:47][cH:48][cH:49]1.[O:50]=[C:51]([CH:52]=[CH:53][c:54]1[cH:55][cH:56][cH:57][cH:58][cH:59]1)[CH:60]=[CH:61][c:62]1[cH:63][cH:64][cH:65][cH:66][cH:67]1.[O:68]=[C:69]([CH:70]=[CH:71][c:72]1[cH:73][cH:74][cH:75][cH:76][cH:77]1)[CH:78]=[CH:79][c:80]1[cH:81][cH:82][cH:83][cH:84][cH:85]1.[Pd:30].[Pd:31]>>[NH2:6][c:26]1[cH:25][cH:24][c:23]([CH:19]2[N:18]([C:16]([O:15][C:11]([CH3:12])([CH3:13])[CH3:14])=[O:17])[CH2:22][CH2:21][CH2:20]2)[cH:28][cH:27]1. The reactants are methyl 2-methylbenzoyl acetate, C(OC)(OC)OC (trimethyl orthoformate), CO (methanol), OS(=O)(=O)O (H2SO4), N1=CC=CC=C1 (pyridine). Run at time 12 hour. The product is CO/C(=C/C(=O)OC)/C1=C(C=CC=C1)C (methyl (E)-β-methoxy-2-methylcinnamate). Yield: 94.0%. Reaction SMILES: [CH:1]([O:6]C)([O:4][CH3:5])OC.[CH3:8][OH:9].OS(O)(=O)=O.N1[CH:20]=[CH:19][CH:18]=[CH:17][CH:16]=1>>[CH3:8][O:9]/[C:17](/[C:18]1[CH:19]=[CH:18][CH:17]=[CH:16][C:19]=1[CH3:20])=[CH:16]/[C:1]([O:4][CH3:5])=[O:6]. Procedure details: A mixture of 1280 g (6.7 mol) of methyl 2-methylbenzoyl acetate, 848 g (8.0 mol) of trimethyl orthoformate, 400 ml of methanol and 10 ml of concentrated H2SO4 is stirred at room temperature for 12 h. The mixture is subsequently neutralized with 20 ml of pyridine and then concentrated, and the residue is fractionally distilled (boiling point 120°-123° C./0.6 torr). 1300 g (94%) of methyl (E)-β-methoxy-2-methylcinnamate are obtained as a pale yellow oil. Starting materials: COC1=C(C=O)C=C(C=C1)OC (2,5-dimethoxybenzaldehyde). Solvent: S(O)(O)(=O)=O (sulfuric acid). Run at temperature 50 celsius, time 46 hour. The product is OC=1C=CC(=C(C=O)C1)OC (5-hydroxy-2-methoxybenzaldehyde). The yield is 31.8%. RXN SMILES: [CH3:1][O:2][C:3]1[CH:10]=[CH:9][C:8]([O:11]C)=[CH:7][C:4]=1[CH:5]=[O:6]>S(=O)(=O)(O)O>[OH:11][C:8]1[CH:9]=[CH:10][C:3]([O:2][CH3:1])=[C:4]([CH:7]=1)[CH:5]=[O:6]. Procedure details: Concentrated sulfuric acid (110 ml) was added to 2,5-dimethoxybenzaldehyde (20.17 g, 0.121 mol) with cooling in an ice water bath. The resulting red suspension was stirred at 50° C. for 46 h. The reaction contents were poured over ice and extracted with diethyl ether. The ether layer was extracted with 1N sodium hydroxide (200 ml). The basic extract was acidified by addition of 3N hydrochloric acid and extracted with diethyl ether (2×). The ether extracts were combined and dried over MgSO4. Afte...